This data is from the Open Reaction Database (ORD), a public repository of structured organic reaction records. The task is: describe an organic reaction: reactants, conditions, products, and yield Starting materials: BrCc1ccccc1, Oc1ccc(C(F)(F)F)cc1Br, O=C([O-])[O-], [K+], [K+], CN(C)C=O. Product: FC(F)(F)c1ccc(OCc2ccccc2)c(Br)c1. Reaction SMILES: [Br:1][CH2:2][c:3]1[cH:4][cH:5][cH:6][cH:7][cH:8]1.[Br:9][c:10]1[c:11]([OH:20])[cH:12][cH:13][c:14]([C:16]([F:17])([F:18])[F:19])[cH:15]1.[C:21](=[O:22])([O-:23])[O-:24].[K+:25].[K+:26].[O:27]=[CH:28][N:29]([CH3:30])[CH3:31]>>[CH2:2]([c:3]1[cH:4][cH:5][cH:6][cH:7][cH:8]1)[O:20][c:11]1[c:10]([Br:9])[cH:15][c:14]([C:16]([F:17])([F:18])[F:19])[cH:13][cH:12]1. Reactants: BrCCCCCOC1=C(C2=C(C(CCO2)=O)C=C1)CCC (7-[(5-bromopentyl)oxy]-2,3-dihydro-8-propyl-4H-1-benzopyran-4-one), CCCCCC.C(C)(=O)OCC (hexane ethyl acetate), 5-[, C(C)OC(CCC1=C(C(=CC=C1)C(=O)C1=CC(=CC=C1)C(=O)OCC)O)=O ([(3-(ethoxycarbonyl)phenyl]carbonyl]-2-hydroxybenzenepropanoic acid ethyl ester). Product: C(=O)(O)C=1C=C(C=CC1)C(=O)C=1C=CC(=C(C1)CCC(=O)O)OCCCCCOC1=C(C2=C(C(CCO2)=O)C=C1)CCC (5-[(3-carboxyphenyl)carbonyl]-2-[5-[(3,4-dihydro-4-oxo-8-propyl-2H-1-benzopyran-7-yl)oxy]pentyloxy]benzenepropanoic acid). Isolated yield 52.0%. Reaction SMILES: Br[CH2:2][CH2:3][CH2:4][CH2:5][CH2:6][O:7][C:8]1[CH:18]=[CH:17][C:11]2[C:12](=[O:16])[CH2:13][CH2:14][O:15][C:10]=2[C:9]=1[CH2:19][CH2:20][CH3:21].C([O:24][C:25](=[O:48])[CH2:26][CH2:27][C:28]1[CH:33]=[CH:32][CH:31]=[C:30]([C:34]([C:36]2[CH:41]=[CH:40][CH:39]=[C:38]([C:42]([O:44]CC)=[O:43])[CH:37]=2)=[O:35])[C:29]=1O)C.CCCCCC.C(OCC)(=[O:57])C>>[C:42]([C:38]1[CH:37]=[C:36]([C:34]([C:30]2[CH:31]=[CH:32][C:33]([O:57][CH2:2][CH2:3][CH2:4][CH2:5][CH2:6][O:7][C:8]3[CH:18]=[CH:17][C:11]4[C:12](=[O:16])[CH2:13][CH2:14][O:15][C:10]=4[C:9]=3[CH2:19][CH2:20][CH3:21])=[C:28]([CH2:27][CH2:26][C:25]([OH:24])=[O:48])[CH:29]=2)=[O:35])[CH:41]=[CH:40][CH:39]=1)([OH:44])=[O:43] |f:2.3|. Procedure details: Starting with 0.275 g (0.78 mmol) of 7-[(5-bromopentyl)oxy]-2,3-dihydro-8-propyl-4H-1-benzopyran-4-one, and 0.286 g (0.77 mmol) of 5-[[(3-(ethoxycarbonyl)phenyl]carbonyl]-2-hydroxybenzenepropanoic acid ethyl ester, 5-[(3-carboxyphenyl)carbonyl]-2-[5-[(3,4-dihydro-4-oxo-8-propyl-2H-1-benzopyran-7-yl)oxy]pentyloxy]benzenepropanoic acid (0.163 g; 52% overall yield) was obtained, as a white solid, mp 122°-128° C. (recrystallized from hexane-ethyl acetate), using the procedure of example 19. The reactants are BrC1=CC=C(C2=NN(N=C21)CC(C)C)Br (4,7-Dibromo-2-isobutyl-2H-benzo[d][1,2,3]triazole), C(C)(C)OC1=CC=C(C=C1)B(O)O (4-isopropoxyphenylboronic acid), C([O-])([O-])=O.[Na+].[Na+] (sodium carbonate), C1(=CC=CC=C1)C (toluene), C(CCC)O (butanol). Reagents/catalysts: C=1C=CC(=CC1)[P](C=2C=CC=CC2)(C=3C=CC=CC3)[Pd]([P](C=4C=CC=CC4)(C=5C=CC=CC5)C=6C=CC=CC6)([P](C=7C=CC=CC7)(C=8C=CC=CC8)C=9C=CC=CC9)[P](C=1C=CC=CC1)(C=1C=CC=CC1)C=1C=CC=CC1 (tetrakis(triphenylphosphine)palladium(0)). The solvent is O (water), O (water). Reaction conditions: temperature 100 celsius. Yields the product C(C)(C)OC1=CC=C(C=C1)C1=CC=C(C2=NN(N=C21)CC(C)C)C2=CC=C(C=C2)OC(C)C (4,7-bis(4-isopropoxyphenyl)-2-isobutyl-2H-benzo[d][1,2,3]triazole), Compound 43. The yield is 74.0%. Reaction SMILES: Br[C:2]1[C:10]2[C:6](=[N:7][N:8]([CH2:11][CH:12]([CH3:14])[CH3:13])[N:9]=2)[C:5](Br)=[CH:4][CH:3]=1.[CH:16]([O:19][C:20]1[CH:25]=[CH:24][C:23](B(O)O)=[CH:22][CH:21]=1)([CH3:18])[CH3:17].[C:29](=O)([O-])[O-].[Na+].[Na+].[C:35]1(C)[CH:40]=[CH:39][CH:38]=[CH:37][CH:36]=1.[CH2:42]([OH:46])[CH2:43]CC>O.C1C=CC([P]([Pd]([P](C2C=CC=CC=2)(C2C=CC=CC=2)C2C=CC=CC=2)([P](C2C=CC=CC=2)(C2C=CC=CC=2)C2C=CC=CC=2)[P](C2C=CC=CC=2)(C2C=CC=CC=2)C2C=CC=CC=2)(C2C=CC=CC=2)C2C=CC=CC=2)=CC=1>[CH:16]([O:19][C:20]1[CH:25]=[CH:24][C:23]([C:2]2[C:10]3[C:6](=[N:7][N:8]([CH2:11][CH:12]([CH3:14])[CH3:13])[N:9]=3)[C:5]([C:38]3[CH:37]=[CH:36][C:35]([O:46][CH:42]([CH3:43])[CH3:29])=[CH:40][CH:39]=3)=[CH:4][CH:3]=2)=[CH:22][CH:21]=1)([CH3:18])[CH3:17] |f:2.3.4,^1:51,53,72,91|. Procedure details: A mixture of Intermediate K (666 mg, 2.0 mmol), 4-isopropoxyphenylboronic acid (1.00 g, 5.5 mmol), tetrakis(triphenylphosphine)palladium(0) (0.50 g, 0.43 mmol), solution of sodium carbonate (1.06 g, 10 mmol) in water (8 mL), butanol (30 mL), and toluene (20 mL) was vigorously stirred and heated under argon at 100° C. for 20 hours. The reaction mixture was poured into water (300 mL), stirred for 30 minutes and extracted with toluene/ethyl acetate (1:1, 300 mL). The volatiles were removed under re... The reactants are C(=S)=S (CS2), CO (methanol), [Li]CCCC (n-BuLi), [Li+].CC(C)[N-]C(C)C (LDA), C[Si](C)(C)[N-][Si](C)(C)C.[Li+] (lithium bistrimethylsilylamide), xanthate, BrCC(=O)OCC (ethyl bromoacetate). Run in C1CCOC1 (THF), C1CCOC1 (THF), C(C)#N (acetonitrile), C(C)#N (acetonitrile), C(C)#N (acetonitrile). Conditions: temperature 0 celsius, time 20 minute. The product is NC1=CC(=C(S1)OC)C(=O)OCC (5Amino-carboethoxy-2-methoxythiophene). Isolated yield 17.0%. Reaction SMILES: [CH3:1][OH:2].[Li]CCCC.[C:8](=[S:10])=S.[Li+].[CH3:12][CH:13]([N-:15]C(C)C)C.Br[CH2:20][C:21]([O:23][CH2:24][CH3:25])=[O:22].C[Si]([N-][Si](C)(C)C)(C)C.[Li+]>C1COCC1.C(#N)C>[NH2:15][C:13]1[S:10][C:8]([O:2][CH3:1])=[C:20]([C:21]([O:23][CH2:24][CH3:25])=[O:22])[CH:12]=1 |f:3.4,6.7|. Procedure: To methanol (404 μL, 10 mmol) in THF (10 mL) at 0° C. under nitrogen was added 2.5M n-BuLi (4.0 mL, 10 mmol). After stirring 20 minutes, CS2 (600 μL, 10 mmol) was added and stirring was continued for 4 hours. The reaction was then cooled to 0° C. followed by the addition of Mel (620 μL, 10 mmol) whereupon the reaction was stirred for 4 hours at 0° C. then at ambient temperature overnight. In a separate flask the anion of acetonitrile was prepared by the dropwise addition of acetonitrile (520 μL,...